This data is from the Open Reaction Database (ORD), a public repository of structured organic reaction records. The task is: describe an organic reaction: reactants, conditions, products, and yield Starting materials: FC1=C2C(=C(C(=NC2=CC(=C1)F)N1CCNCC1)C)NC=1C=NC=C(C1)N1CCOCC1 (5,7-difluoro-3-methyl-N-(5-morpholinopyridin-3-yl)-2-(piperazin-1-yl)quinolin-4-amine), BrC=1C=NC=CC1 (3-bromopyridine). Run in C1(=CC=CC=C1)C (toluene). Yields the product FC1=C2C(=C(C(=NC2=CC(=C1)F)N1CCN(CC1)C=1C=NC=CC1)C)NC=1C=NC=C(C1)N1CCOCC1 (5,7-difluoro-3-methyl-N-(5-morpholinopyridin-3-yl)-2-(4-(pyridin-3-yl)piperazin-1-yl)quinolin-4-amine). As a reaction SMILES: [F:1][C:2]1[CH:11]=[C:10]([F:12])[CH:9]=[C:8]2[C:3]=1[C:4]([NH:20][C:21]1[CH:22]=[N:23][CH:24]=[C:25]([N:27]3[CH2:32][CH2:31][O:30][CH2:29][CH2:28]3)[CH:26]=1)=[C:5]([CH3:19])[C:6]([N:13]1[CH2:18][CH2:17][NH:16][CH2:15][CH2:14]1)=[N:7]2.Br[C:34]1[CH:35]=[N:36][CH:37]=[CH:38][CH:39]=1>C1(C)C=CC=CC=1>[F:1][C:2]1[CH:11]=[C:10]([F:12])[CH:9]=[C:8]2[C:3]=1[C:4]([NH:20][C:21]1[CH:22]=[N:23][CH:24]=[C:25]([N:27]3[CH2:32][CH2:31][O:30][CH2:29][CH2:28]3)[CH:26]=1)=[C:5]([CH3:19])[C:6]([N:13]1[CH2:14][CH2:15][N:16]([C:34]3[CH:35]=[N:36][CH:37]=[CH:38][CH:39]=3)[CH2:17][CH2:18]1)=[N:7]2. Reported procedure: Essentially prepared according to Procedure H using 5,7-difluoro-3-methyl-N-(5-morpholinopyridin-3-yl)-2-(piperazin-1-yl)quinolin-4-amine (50.0 mg, 0.11 mmol) and 3-bromopyridine in toluene to give 5,7-difluoro-3-methyl-N-(5-morpholinopyridin-3-yl)-2-(4-(pyridin-3-yl)piperazin-1-yl)quinolin-4-amine. 1H NMR (CDCl3) δ ppm 8.53 (1H, d, J=2.9 Hz), 8.11 (1H, d, J=4.3 Hz), 7.89 (1H, d, J=2.2 Hz), 7.72-7.80 (2H, m), 7.63-7.71 (1H, m), 7.53 (1H, d, J=8.4 Hz), 7.41 (1H, dd, J=9.6, 1.4 Hz), 7.12 (1H, t, J... Reactants: CCc1oc(-c2cccc(OC)c2)nc1COC1CCCC(COC(C)(C)C(=O)OC(C)(C)C)C1, O=C(O)C(F)(F)F. Product: CCc1oc(-c2cccc(OC)c2)nc1COC1CCCC(COC(C)(C)C(=O)O)C1. As a reaction SMILES: [CH2:1]([CH3:2])[c:3]1[c:4]([CH2:16][O:17][CH:18]2[CH2:19][CH:20]([CH2:24][O:25][C:26]([C:27](=[O:28])[O:29][C:30]([CH3:31])([CH3:32])[CH3:33])([CH3:34])[CH3:35])[CH2:21][CH2:22][CH2:23]2)[n:5][c:6](-[c:8]2[cH:9][c:10]([O:14][CH3:15])[cH:11][cH:12][cH:13]2)[o:7]1.[OH:36][C:37]([C:38]([F:39])([F:40])[F:41])=[O:42]>>[CH2:1]([CH3:2])[c:3]1[c:4]([CH2:16][O:17][CH:18]2[CH2:19][CH:20]([CH2:24][O:25][C:26]([C:27](=[O:28])[OH:29])([CH3:34])[CH3:35])[CH2:21][CH2:22][CH2:23]2)[n:5][c:6](-[c:8]2[cH:9][c:10]([O:14][CH3:15])[cH:11][cH:12][cH:13]2)[o:7]1. Starting materials: [OH-].[Na+] (sodium hydroxide), CC(CC(=O)O)CC\C=C(\CC\C=C(\CCC=C(C)C)/C)/C ((E,E)-3,7,11,15-tetramethyl-6,10,14-hexadecatrienoic acid), O1C(=NC=C1)Cl (oxazolyl chloride). Solvent: C1=CC=CC=C1 (benzene). Run at temperature 50 celsius, time 10 minute. Product: CC(CC(=O)Cl)CC\C=C(\CC\C=C(\CCC=C(C)C)/C)/C ((E,E)-3,7,11,15-tetramethyl-6,10,14-hexadecatrienoic acid chloride). Isolated yield 97.4%. RXN SMILES: [CH3:1][CH:2]([CH2:7][CH2:8]/[CH:9]=[C:10](\[CH3:22])/[CH2:11][CH2:12]/[CH:13]=[C:14](\[CH3:21])/[CH2:15][CH2:16][CH:17]=[C:18]([CH3:20])[CH3:19])[CH2:3][C:4](O)=[O:5].[OH-].[Na+].O1C=CN=C1[Cl:30]>C1C=CC=CC=1>[CH3:1][CH:2]([CH2:7][CH2:8]/[CH:9]=[C:10](\[CH3:22])/[CH2:11][CH2:12]/[CH:13]=[C:14](\[CH3:21])/[CH2:15][CH2:16][CH:17]=[C:18]([CH3:20])[CH3:19])[CH2:3][C:4]([Cl:30])=[O:5] |f:1.2|. Procedure details: At room temperature, 9.2 g of the compound obtained in step (c) above was dropped into a 55% benzene suspension containing 1.3 g of sodium hydroxide, and the mixture was stirred at 50° C. for 10 minutes. The liquid reaction mixture was cooled to room temperature, and 3.8 g of oxazolyl chloride was dropped into the liquid reaction mixture and the resulting mixture was stirred at 50° C. for 30 minutes. The liquid reaction mixture was filtered and the solvent was removed from the filtrate by distil... Starting materials: CCOC(=O)C1CCC(C)CC1O, C1CCOC1, CCOC(=O)N=NC(=O)OCC, [N-]=[N+]=NP(=O)(c1ccccc1)c1ccccc1, c1ccc(P(c2ccccc2)c2ccccc2)cc1. Yields the product CCOC(=O)C1CCC(C)CC1N=[N+]=[N-]. Reaction SMILES: [CH2:1]([CH3:2])[O:3][C:4](=[O:5])[CH:6]1[CH:7]([OH:13])[CH2:8][CH:9]([CH3:12])[CH2:10][CH2:11]1.[CH2:62]1[O:63][CH2:64][CH2:65][CH2:66]1.[O:50]=[C:51]([O:52][CH2:53][CH3:54])[N:55]=[N:56][C:57]([O:58][CH2:59][CH3:60])=[O:61].[c:14]1([P:15]([c:16]2[cH:17][cH:18][cH:19][cH:20][cH:21]2)(=[O:22])[N:28]=[N+:29]=[N-:30])[cH:23][cH:24][cH:25][cH:26][cH:27]1.[c:31]1([P:32]([c:33]2[cH:34][cH:35][cH:36][cH:37][cH:38]2)[c:39]2[cH:40][cH:41][cH:42][cH:43][cH:44]2)[cH:45][cH:46][cH:47][cH:48][cH:49]1>>[CH2:1]([CH3:2])[O:3][C:4](=[O:5])[CH:6]1[CH:7]([N:28]=[N+:29]=[N-:30])[CH2:8][CH:9]([CH3:12])[CH2:10][CH2:11]1. The reactants are Cl.N[C@H]1CC[C@H](CC1)NC(=O)C1=C(NC2=C1N=CN=C2C2=C(C=C(C(=C2)C)F)OCC2CC2)C (N-(cis-4-aminocyclohexyl)-4-[2-(cyclopropylmethoxy)-4-fluoro-5-methylphenyl]-6-methyl-5H-pyrrolo[3,2-d]pyrimidine-7-carboxamide hydrochloride), C(CC)(=O)Cl (propionyl chloride). Yields the product C1(CC1)COC1=C(C=C(C(=C1)F)C)C=1C2=C(N=CN1)C(=C(N2)C)C(=O)N[C@@H]2CC[C@@H](CC2)NC(CC)=O (4-[2-(Cyclopropylmethoxy)-4-fluoro-5-methylphenyl]-6-methyl-N-[cis-4-(propanoylamino)cyclohexyl]-5H-pyrrolo[3,2-d]pyrimidine-7-carboxamide). RXN SMILES: Cl.[NH2:2][C@@H:3]1[CH2:8][CH2:7][C@H:6]([NH:9][C:10]([C:12]2[C:16]3[N:17]=[CH:18][N:19]=[C:20]([C:21]4[CH:26]=[C:25]([CH3:27])[C:24]([F:28])=[CH:23][C:22]=4[O:29][CH2:30][CH:31]4[CH2:33][CH2:32]4)[C:15]=3[NH:14][C:13]=2[CH3:34])=[O:11])[CH2:5][CH2:4]1.[C:35](Cl)(=[O:38])[CH2:36][CH3:37]>>[CH:31]1([CH2:30][O:29][C:22]2[CH:23]=[C:24]([F:28])[C:25]([CH3:27])=[CH:26][C:21]=2[C:20]2[C:15]3[NH:14][C:13]([CH3:34])=[C:12]([C:10]([NH:9][C@H:6]4[CH2:7][CH2:8][C@@H:3]([NH:2][C:35](=[O:38])[CH2:36][CH3:37])[CH2:4][CH2:5]4)=[O:11])[C:16]=3[N:17]=[CH:18][N:19]=2)[CH2:32][CH2:33]1 |f:0.1|. Procedure details: Starting from N-(cis-4-aminocyclohexyl)-4-[2-(cyclopropylmethoxy)-4-fluoro-5-methylphenyl]-6-methyl-5H-pyrrolo[3,2-d]pyrimidine-7-carboxamide hydrochloride (example D.f42) and commercially available propionyl chloride the title compound is obtained as colorless solid. Starting materials: C(N)(=O)C1=CC=C(C=2C=CNC12)C(=O)OC(C)(C)C (tert-butyl 7-carbamoyl-1H-indole-4-carboxylate), FC(C(=O)O)(F)F (trifluoroacetic acid). The solvent is ClCCl (dichloromethane). Product: NC(=O)C1=CC=C(C=2C=CNC12)C(=O)O (7-(aminocarbonyl)-1H-indole-4-carboxylic acid). Yield: 135.1%. RXN SMILES: [C:1]([C:4]1[C:12]2[NH:11][CH:10]=[CH:9][C:8]=2[C:7]([C:13]([O:15]C(C)(C)C)=[O:14])=[CH:6][CH:5]=1)(=[O:3])[NH2:2].FC(F)(F)C(O)=O>ClCCl>[NH2:2][C:1]([C:4]1[C:12]2[NH:11][CH:10]=[CH:9][C:8]=2[C:7]([C:13]([OH:15])=[O:14])=[CH:6][CH:5]=1)=[O:3]. Procedure: 4: To a solution of tert-butyl 7-carbamoyl-1H-indole-4-carboxylate (0.15 g, 0.58 mmol) in dichloromethane (10 mL) was added trifluoroacetic acid (10 mL), and the mixture was heated to reflux until the starting material was fully consumed. The solvent was evaporated followed by rotary evaporation of the residue from a mixture of ethyl acetate (50 mL) and toluene (50 mL). The procedure was repeated three times and the residue dried in vacuo to obtain 7-(aminocarbonyl)-1H-indole-4-carboxylic acid (...